This data is from the Open Reaction Database (ORD), a public repository of structured organic reaction records. The task is: describe an organic reaction: reactants, conditions, products, and yield The reactants are Cl (HCl), FC1=C(C=O)C=CC(=C1)OC (2-Fluoro-4-methoxy-benzaldehyde), [N+](=O)([O-])C (Nitromethane), [OH-].[Na+] (NaOH), nitromethane aldehyde. Solvent: O (water), CO (MeOH), O (water). Run at temperature 0 celsius, time 15 minute. Yields the product FC1=C(C=CC(=C1)OC)C=C[N+](=O)[O-] (2-fluoro-4-methoxy-1-(2-nitro-vinyl)-benzene). Reaction SMILES: [F:1][C:2]1[CH:9]=[C:8]([O:10][CH3:11])[CH:7]=[CH:6][C:3]=1[CH:4]=O.[N+:12]([CH3:15])([O-:14])=[O:13].[OH-].[Na+].Cl>CO.O>[F:1][C:2]1[CH:9]=[C:8]([O:10][CH3:11])[CH:7]=[CH:6][C:3]=1[CH:4]=[CH:15][N+:12]([O-:14])=[O:13] |f:2.3|. Procedure details: 2-Fluoro-4-methoxy-benzaldehyde (1 equivalent) was dissolved in MeOH and chilled in an ice bath. Nitromethane (1 equivalent) was added. NaOH (1.05 equivalents) in water was added dropwise to the nitromethane/aldehyde solution, such that the temperature did not rise above 15° C. The reaction was then allowed to stir at 0° C. for 15 minutes. The reaction mixture was poured into concentrated HCl diluted with water. Product was extracted with EtOAc and washed with water, brine, and dried (Na2SO4). S... Yields the product CC(C)(C)OC(=O)Nc1ccc2[nH]cc(C(=O)C3C(C)(C)C3(C)C)c2c1. RXN SMILES: [Br-:18].[C:1]([CH3:2])([CH3:3])([CH3:4])[O:5][C:6]([NH:7][c:8]1[cH:9][c:10]2[cH:11][cH:12][nH:13][c:14]2[cH:15][cH:16]1)=[O:17].[CH2:19]([Mg+:20])[CH3:21].[CH3:22][C:23]1([CH3:31])[CH:24]([C:28](=[O:29])[Cl:30])[C:25]1([CH3:26])[CH3:27].[Cl-:35].[Cl-:37].[Cl:32][CH2:33][Cl:34].[Zn+2:36]>>[C:1]([CH3:2])([CH3:3])([CH3:4])[O:5][C:6]([NH:7][c:8]1[cH:9][c:10]2[c:11]([C:28]([CH:24]3[C:23]([CH3:22])([CH3:31])[C:25]3([CH3:26])[CH3:27])=[O:29])[cH:12][nH:13][c:14]2[cH:15][cH:16]1)=[O:17]. Reactants: [Br-], CC(C)(C)OC(=O)Nc1ccc2[nH]ccc2c1, CC[Mg+], CC1(C)C(C(=O)Cl)C1(C)C, [Cl-], [Cl-], ClCCl, [Zn+2].